Dataset: the Open Reaction Database (ORD), a public repository of structured organic reaction records. Task: describe an organic reaction: reactants, conditions, products, and yield The reactants are CC1C2C(=O)N(Cc3ccccc3)C(=O)C2C(c2ccc(C#N)cc2)N1C, Cl, [H-], NO, [Na+], CN(C)C=O. The product is CC1C2C(=O)N(Cc3ccccc3)C(=O)C2C(c2ccc(C(N)=NO)cc2)N1C. Reaction SMILES: [CH2:6]([c:7]1[cH:8][cH:9][cH:10][cH:11][cH:12]1)[N:13]1[C:14](=[O:32])[CH:15]2[CH:16]([C:17]1=[O:18])[CH:19]([CH3:31])[N:20]([CH3:30])[CH:21]2[c:22]1[cH:23][cH:24][c:25]([C:26]#[N:27])[cH:28][cH:29]1.[ClH:1].[H-:4].[NH2:2][OH:3].[Na+:5].[O:33]=[CH:34][N:35]([CH3:36])[CH3:37]>>[N:2]([OH:3])=[C:26]([c:25]1[cH:24][cH:23][c:22]([CH:21]2[CH:15]3[C:14](=[O:32])[N:13]([CH2:6][c:7]4[cH:8][cH:9][cH:10][cH:11][cH:12]4)[C:17](=[O:18])[CH:16]3[CH:19]([CH3:31])[N:20]2[CH3:30])[cH:29][cH:28]1)[NH2:27].